From a dataset of the Open Reaction Database (ORD), a public repository of structured organic reaction records. describe an organic reaction: reactants, conditions, products, and yield The reactants are ClCCl, CO, CC(=O)O, FC(F)(F)c1ccc(N2CCCNCC2)nc1, O=Cc1c[nH]nc1-c1ccc2oc(=O)[nH]c(=O)c2c1. Product: O=c1[nH]c(=O)c2cc(-c3n[nH]cc3CN3CCCN(c4ccc(C(F)(F)F)cn4)CC3)ccc2o1. As a reaction SMILES: [CH2:37]([Cl:38])[Cl:39].[CH3:40][OH:41].[CH3:42][C:43](=[O:44])[OH:45].[F:20][C:21]([c:22]1[cH:23][cH:24][c:25]([N:28]2[CH2:29][CH2:30][NH:31][CH2:32][CH2:33][CH2:34]2)[n:26][cH:27]1)([F:35])[F:36].[O:1]=[c:2]1[o:3][c:4]2[c:5]([c:6](=[O:8])[nH:7]1)[cH:9][c:10](-[c:13]1[n:14][nH:15][cH:16][c:17]1[CH:18]=[O:19])[cH:11][cH:12]2>>[O:1]=[c:2]1[o:3][c:4]2[c:5]([c:6](=[O:8])[nH:7]1)[cH:9][c:10](-[c:13]1[n:14][nH:15][cH:16][c:17]1[CH2:18][N:31]1[CH2:30][CH2:29][N:28]([c:25]3[cH:24][cH:23][c:22]([C:21]([F:20])([F:35])[F:36])[cH:27][n:26]3)[CH2:34][CH2:33][CH2:32]1)[cH:11][cH:12]2. Reactants: C(=C)OCCCCOC=C (1,4-divinyloxybutane), C#C (ethyne), C1(CCCCCN1)=O (ε-caprolactam). The product is C(=C)N1C(CCCCC1)=O (N-vinyl-ε-caprolactam). Isolated yield 85.0%. RXN SMILES: C(O[CH2:4][CH2:5][CH2:6][CH2:7][O:8]C=C)=C.C#C.[C:13]1(=O)[NH:19][CH2:18][CH2:17]CC[CH2:14]1>>[CH:18]([N:19]1[CH2:13][CH2:14][CH2:4][CH2:5][CH2:6][C:7]1=[O:8])=[CH2:17]. Procedure: Example 3 was carried out by adding 1% by weight of 1,4-divinyloxybutane as cocatalyst. The amount of ethyne taken up was 0.97 mol per mole of ε-caprolactam. The distillative workup yielded N-vinyl-ε-caprolactam in a yield of 85.0%. A liquid distillation residue was obtained.